From a dataset of the Open Reaction Database (ORD), a public repository of structured organic reaction records. describe an organic reaction: reactants, conditions, products, and yield The reactants are ethyl ester, C(C)C1(CC2=CC=CC=C2C1)C(=O)Cl (2,3-dihydro-2-ethyl-1H-indene-2-carboxylic acid chloride), CCOCC (ether), S(O)(O)(=O)=O (sulphuric acid). Yields the product C(C)C1(CC2=CC=CC=C2C1)C(C)=O (1-(2,3-dihydro-2-ethyl-1H-inden-2-yl)ethanone). As a reaction SMILES: [CH2:1]([C:3]1([C:12](Cl)=[O:13])[CH2:11][C:10]2[C:5](=[CH:6][CH:7]=[CH:8][CH:9]=2)[CH2:4]1)[CH3:2].S(=O)(=O)(O)O.[CH3:20]COCC>>[CH2:1]([C:3]1([C:12](=[O:13])[CH3:20])[CH2:11][C:10]2[C:5](=[CH:6][CH:7]=[CH:8][CH:9]=2)[CH2:4]1)[CH3:2]. Procedure: Second synthetic route disclosed in the same patent is following, as starting material was used 2,3-dihydro-1H-indene-2-carboxylic acid methyl ester, which was prepared by methylation of 2,3-dihydro-1H-indene-2-carboxylic acid in the presence of sulphuric acid. The 2,3-dihydro-1H-indene-2-carboxylic acid methyl ester was reacted with N-isopropylcyclohexylamide and ethylbromide yielding 2,3-dihydro-2-ethyl-1H-indene-2-carboxylic acid, then thionyl chloride was added and 2,3-dihydro-2-ethyl-1H-ind... Starting materials: P(Br)(Br)Br (phosphorus tribromide), BrC1=C(C(=CC(=C1)Cl)Cl)CO ((2-Bromo-4,6-dichlorophenyl)methanol), C([O-])([O-])=O.[Na+].[Na+] (sodium carbonate). Solvent: ClCCl (dichloromethane), ClCCl (dichloromethane). Reaction conditions: time 8 hour. The product is BrC1=C(CBr)C(=CC(=C1)Cl)Cl (2-Bromo-4,6-dichlorobenzyl bromide). RXN SMILES: [Br:1][C:2]1[CH:7]=[C:6]([Cl:8])[CH:5]=[C:4]([Cl:9])[C:3]=1[CH2:10]O.P(Br)(Br)[Br:13].C(=O)([O-])[O-].[Na+].[Na+]>ClCCl>[Br:1][C:2]1[CH:7]=[C:6]([Cl:8])[CH:5]=[C:4]([Cl:9])[C:3]=1[CH2:10][Br:13] |f:2.3.4|. Procedure: 3.1 g of the benzyl alcohol 35.4 were dissolved in 40 ml of dry dichloromethane and admixed dropwise at 5° C. with a solution of 0.455 ml of phosphorus tribromide in 10 ml of dichloromethane. The reaction mixture was stirred overnight and then neutralized with 5 ml of a saturated aqueous sodium carbonate solution. The organic phase was removed, dried over magnesium sulfate, filtered and concentrated under reduced pressure. The residue was purified by column chromatography on silica gel with n-he...